This data is from the Open Reaction Database (ORD), a public repository of structured organic reaction records. The task is: describe an organic reaction: reactants, conditions, products, and yield The reactants are COCCOc1cc(N(C)S(=O)(=O)c2ccccn2)c2[nH]c(C(=O)NCC(C)(SCc3ccccc3)C(OC)OC)cc2c1, CC(C)=O, O. Yields the product COCCOc1cc(N(C)S(=O)(=O)c2ccccn2)c2[nH]c(C(=O)NCC(C)(C=O)SCc3ccccc3)cc2c1. Reaction SMILES: [CH2:1]([c:2]1[cH:3][cH:4][cH:5][cH:6][cH:7]1)[S:8][C:9]([CH2:10][NH:11][C:12](=[O:13])[c:14]1[nH:15][c:16]2[c:17]([N:28]([S:29](=[O:30])(=[O:31])[c:32]3[n:33][cH:34][cH:35][cH:36][cH:37]3)[CH3:38])[cH:18][c:19]([O:23][CH2:24][CH2:25][O:26][CH3:27])[cH:20][c:21]2[cH:22]1)([CH:39]([O:40][CH3:43])[O:41][CH3:42])[CH3:44].[CH3:46][C:47](=[O:48])[CH3:49].[OH2:45]>>[CH2:1]([c:2]1[cH:3][cH:4][cH:5][cH:6][cH:7]1)[S:8][C:9]([CH2:10][NH:11][C:12](=[O:13])[c:14]1[nH:15][c:16]2[c:17]([N:28]([S:29](=[O:30])(=[O:31])[c:32]3[n:33][cH:34][cH:35][cH:36][cH:37]3)[CH3:38])[cH:18][c:19]([O:23][CH2:24][CH2:25][O:26][CH3:27])[cH:20][c:21]2[cH:22]1)([CH:39]=[O:40])[CH3:44]. Starting materials: [Na] (Sodium), C([O-])(O)=O.[Na+] (sodium bicarbonate), NC(C)O (aminoethanol), ClC1=C(C(=NC(=N1)C1=NC=CC=N1)NS(=O)(=O)C=CC1=CC=CC=C1)OC1=C(C=CC=C1)OC (N-[6-chloro-5-(2-methoxyphenoxy)-2-(2-pyrimidinyl)-4-pyrimidinyl]-2-phenylethenesulfonamide), Cl (hydrochloric acid). Reaction conditions: time 2 hour. Product: OCCNC1=C(C(=NC(=N1)C1=NC=CC=N1)NS(=O)(=O)C=CC1=CC=CC=C1)OC1=C(C=CC=C1)OC (N-[6-(2-hydroxyethylamino)-5-(2-methoxyphenoxy)-2-(2-pyrimidinyl)-4-pyrimidinyl]-2-phenylethenesulfonamide). As a reaction SMILES: [Na].Cl[C:3]1[N:8]=[C:7]([C:9]2[N:14]=[CH:13][CH:12]=[CH:11][N:10]=2)[N:6]=[C:5]([NH:15][S:16]([CH:19]=[CH:20][C:21]2[CH:26]=[CH:25][CH:24]=[CH:23][CH:22]=2)(=[O:18])=[O:17])[C:4]=1[O:27][C:28]1[CH:33]=[CH:32][CH:31]=[CH:30][C:29]=1[O:34][CH3:35].Cl.[C:37](=[O:40])(O)[O-].[Na+].[NH2:42][CH:43](O)C>>[OH:40][CH2:37][CH2:43][NH:42][C:3]1[N:8]=[C:7]([C:9]2[N:14]=[CH:13][CH:12]=[CH:11][N:10]=2)[N:6]=[C:5]([NH:15][S:16]([CH:19]=[CH:20][C:21]2[CH:26]=[CH:25][CH:24]=[CH:23][CH:22]=2)(=[O:18])=[O:17])[C:4]=1[O:27][C:28]1[CH:33]=[CH:32][CH:31]=[CH:30][C:29]=1[O:34][CH3:35] |f:3.4,^1:0|. Procedure: Sodium (693 mg) was added to and dissolved in 18.2 ml of aminoethanol. To this reaction solution was added 3.00 g of N-[6-chloro-5-(2-methoxyphenoxy)-2-(2-pyrimidinyl)-4-pyrimidinyl]-2-phenylethenesulfonamide with stirring at room temperature. The reaction mixture was stirred at 60° C. for one hour and then at 80° C. for two hours followed by pouring into a mixture of 1N hydrochloric acid and ice. This solution was neutralized with a saturated sodium bicarbonate solution and extracted with ethyl... Starting materials: CC(=O)OCC(O)C1=CCC2C3CCC4=CC(=O)C=CC4(C)C3C(O)CC12C, C[O-], CC(=O)O, CC(C)=O, CO, [Na+]. Yields the product CC12C=CC(=O)C=C1CCC1C2C(O)CC2(C)C(C(O)CO)=CCC12. As a reaction SMILES: [C:1](=[O:2])([CH3:3])[O:4][CH2:5][CH:6]([C:7]1=[CH:8][CH2:9][CH:10]2[CH:11]3[CH2:12][CH2:13][C:14]4=[CH:15][C:16](=[O:27])[CH:17]=[CH:18][C:19]4([CH3:20])[CH:21]3[CH:22]([OH:26])[CH2:23][C:24]12[CH3:25])[OH:28].[CH3:29][O-:30].[CH3:32][C:33](=[O:34])[OH:35].[CH3:36][C:37](=[O:38])[CH3:39].[CH3:40][OH:41].[Na+:31]>>[OH:4][CH2:5][CH:6]([C:7]1=[CH:8][CH2:9][CH:10]2[CH:11]3[CH2:12][CH2:13][C:14]4=[CH:15][C:16](=[O:27])[CH:17]=[CH:18][C:19]4([CH3:20])[CH:21]3[CH:22]([OH:26])[CH2:23][C:24]12[CH3:25])[OH:28]. Reactants: C(C1=CC=CC=C1)(=O)C1=C(C2=C(S1)C=CC=C2)O (2-benzoyl-benzo[b]thiophen-3-ol), P(Cl)(Cl)(Cl)(Cl)Cl (phosphorus(V) chloride), CNC (dimethylamine). Yields the product CN(C)\C(=C\1/C(C2=C(S1)C=CC=C2)=O)\C2=CC=CC=C2 ((E)-2-[(Dimethylamino)phenylmethylene]-benzo[b]thiophen-3(2H)-one). Isolated yield 7.0%. As a reaction SMILES: [C:1]([C:9]1[S:13][C:12]2[CH:14]=[CH:15][CH:16]=[CH:17][C:11]=2[C:10]=1[OH:18])(=O)[C:2]1[CH:7]=[CH:6][CH:5]=[CH:4][CH:3]=1.P(Cl)(Cl)(Cl)(Cl)Cl.[CH3:25][NH:26][CH3:27]>>[CH3:25][N:26](/[C:1](/[C:2]1[CH:7]=[CH:6][CH:5]=[CH:4][CH:3]=1)=[C:9]1\[C:10](=[O:18])[C:11]2[CH:17]=[CH:16][CH:15]=[CH:14][C:12]=2[S:13]\1)[CH3:27]. Reported procedure: Prepared as in Example 1 from 2-benzoyl-benzo[b]thiophen-3-ol, phosphorus(V) chloride and 40% aqueous dimethylamine solution with a yield of 7% of theory. Starting materials: C(C)C1=C(C(=NC2=CC=CC=C12)O)C(=O)OCC1=CC=CC=C1 (Benzyl 4-ethyl-2-hydroxyquinoline-3-carboxylate). Reagents/catalysts: [Pd] (Pd—C). Solvent: CO (methanol), C1CCOC1 (THF). Run at temperature 40 celsius, time 1 day. The product is C(C)C1=C(C(=NC2=CC=CC=C12)O)C(=O)O (4-ethyl-2-hydroxyquinoline-3-carboxylic acid). Yield: 100.2%. Reaction SMILES: [CH2:1]([C:3]1[C:12]2[C:7](=[CH:8][CH:9]=[CH:10][CH:11]=2)[N:6]=[C:5]([OH:13])[C:4]=1[C:14]([O:16]CC1C=CC=CC=1)=[O:15])[CH3:2]>CO.C1COCC1.[Pd]>[CH2:1]([C:3]1[C:12]2[C:7](=[CH:8][CH:9]=[CH:10][CH:11]=2)[N:6]=[C:5]([OH:13])[C:4]=1[C:14]([OH:16])=[O:15])[CH3:2]. Procedure details: Benzyl 4-ethyl-2-hydroxyquinoline-3-carboxylate (1.2 g) was suspended in methanol (12 mL) and THF (6 mL), followed by addition of 5% Pd—C (120 mg), and the mixture was stirred at 40° C. for 1 day. The catalyst was removed by filtration, and then the filtrate was concentrated under reduced pressure to obtain 4-ethyl-2-hydroxyquinoline-3-carboxylic acid (0.85 g). This compound was used in the subsequent step without purification. Starting materials: CC(C)(C)[O-].[K+] (potassium tert-butylate), C(#N)C1=CC=C2C=CNC2=C1 (6-cyanoindole), BrCCCO (3-bromo-1-propanol). Conditions: time 15 minute. Yields the product OCCCN1C=CC2=CC=C(C=C12)C#N (1-(3-Hydroxypropyl)-1H-indole-6-carbonitrile). Reaction SMILES: CC([O-])(C)C.[K+].[C:7]([C:9]1[CH:17]=[C:16]2[C:12]([CH:13]=[CH:14][NH:15]2)=[CH:11][CH:10]=1)#[N:8].Br[CH2:19][CH2:20][CH2:21][OH:22]>>[OH:22][CH2:21][CH2:20][CH2:19][N:15]1[C:16]2[C:12](=[CH:11][CH:10]=[C:9]([C:7]#[N:8])[CH:17]=2)[CH:13]=[CH:14]1 |f:0.1|. Reported procedure: 0.776 mol (87 g) of potassium tert-butylate is added to a solution of 0.703 mol (100 g) of 6-cyanoindole in 2500 ml of tetrahydrofliran at 20° C. After 15 minutes' stirring, 1.41 mol (196 g) of 3-bromo-1-propanol are added and the reaction mixture is stirred for 24 hours at room temperature. After concentration, the residue is taken up in 1000 ml of dichioromethane, and the organic phase is washed with 500 ml of water an d then with 500 ml of a saturated sodium chloride solution. The organic pha... Starting materials: CCOC(=O)c1c(C)c2ccccc2[nH]c1=O, O=P(Cl)(Cl)Cl. The product is CCOC(=O)c1c(Cl)nc2ccccc2c1C. As a reaction SMILES: [CH3:1][c:2]1[c:3]([C:13](=[O:14])[O:15][CH2:16][CH3:17])[c:4](=[O:12])[nH:5][c:6]2[cH:7][cH:8][cH:9][cH:10][c:11]12.[P:18]([Cl:19])([Cl:20])([Cl:21])=[O:22]>>[CH3:1][c:2]1[c:3]([C:13](=[O:14])[O:15][CH2:16][CH3:17])[c:4]([Cl:20])[n:5][c:6]2[cH:7][cH:8][cH:9][cH:10][c:11]12. The reactants are CC(=O)OC(C)=O, NC1CC(CO)N(C2=NC(=O)C(=Cc3ccc4c(cnn4Cc4ccc(C(F)(F)F)cc4C(F)(F)F)c3)S2)C1. The product is CC(=O)NC1CC(CO)N(C2=NC(=O)C(=Cc3ccc4c(cnn4Cc4ccc(C(F)(F)F)cc4C(F)(F)F)c3)S2)C1. Reaction SMILES: [CH3:40][C:41](=[O:42])[O:43][C:44](=[O:45])[CH3:46].[NH2:1][CH:2]1[CH2:3][CH:4]([CH2:38][OH:39])[N:5]([C:7]2=[N:11][C:10](=[O:12])[C:9](=[CH:13][c:14]3[cH:15][c:16]4[cH:17][n:18][n:19]([CH2:23][c:24]5[c:25]([C:34]([F:35])([F:36])[F:37])[cH:26][c:27]([C:30]([F:31])([F:32])[F:33])[cH:28][cH:29]5)[c:20]4[cH:21][cH:22]3)[S:8]2)[CH2:6]1>>[NH:1]([CH:2]1[CH2:3][CH:4]([CH2:38][OH:39])[N:5]([C:7]2=[N:11][C:10](=[O:12])[C:9](=[CH:13][c:14]3[cH:15][c:16]4[cH:17][n:18][n:19]([CH2:23][c:24]5[c:25]([C:34]([F:35])([F:36])[F:37])[cH:26][c:27]([C:30]([F:31])([F:32])[F:33])[cH:28][cH:29]5)[c:20]4[cH:21][cH:22]3)[S:8]2)[CH2:6]1)[C:41]([CH3:40])=[O:42].